Task: describe an organic reaction: reactants, conditions, products, and yield. Dataset: the Open Reaction Database (ORD), a public repository of structured organic reaction records Starting materials: malonate diester, mono-ester, CC(C(=O)OC(C)(C)C)(C(=O)[O-])C1=C(C(=C(C=C1)C#N)F)Cl (t-butyl methyl(2-chloro-4-cyano-3-fluorophenyl)malonate), C(=O)(C(F)(F)F)O (TFA), ethyl acetate hexanes. The solvent is C(Cl)Cl (DCM). Reaction conditions: time 20 hour. Product: COC(CC1=C(C(=C(C=C1)C#N)F)Cl)=O (Methyl(2-chloro-4-cyano-3-fluorophenyl)acetate). Reaction SMILES: C[C:2]([C:13]1[CH:18]=[CH:17][C:16]([C:19]#[N:20])=[C:15]([F:21])[C:14]=1[Cl:22])(C([O-])=O)[C:3]([O:5][C:6](C)(C)C)=[O:4].C(O)(C(F)(F)F)=O>C(Cl)Cl>[CH3:6][O:5][C:3](=[O:4])[CH2:2][C:13]1[CH:18]=[CH:17][C:16]([C:19]#[N:20])=[C:15]([F:21])[C:14]=1[Cl:22]. Procedure: To a solution of t-butyl methyl(2-chloro-4-cyano-3-fluorophenyl)malonate (4.8 g, 15 mmol) in DCM (50 mL) was added TFA (50 mL) at room temperature and the mixture was aged for 20 hours. LC-MS and TLC (20% ethyl acetate/hexanes) indicated lack of starting malonate diester, but still some mono-acid/mono-ester intermediate. The volatiles were removed in vacuo and the residue was taken up in methanol and heated to reflux for 1 hour. The volatiles were again removed in vacuo and the residue was purif... Reactants: N([C@@H](C)C(=O)NCC(=O)NCC(=O)OCC1=CC=CC=C1)C(=O)OC(C)(C)C (Boc-Ala-Gly-Gly-OBzl). Reagents/catalysts: [Pd] (Pd-C). Run in C(C)O (ethanol). Run at time 24 hour. The product is N([C@@H](C)C(=O)NCC(=O)NCC(=O)O)C(=O)OC(C)(C)C (Boc-Ala-Gly-Gly-OH). As a reaction SMILES: [NH:1]([C:22]([O:24][C:25]([CH3:28])([CH3:27])[CH3:26])=[O:23])[C@H:2]([C:4]([NH:6][CH2:7][C:8]([NH:10][CH2:11][C:12]([O:14]CC1C=CC=CC=1)=[O:13])=[O:9])=[O:5])[CH3:3]>C(O)C.[Pd]>[NH:1]([C:22]([O:24][C:25]([CH3:26])([CH3:28])[CH3:27])=[O:23])[C@H:2]([C:4]([NH:6][CH2:7][C:8]([NH:10][CH2:11][C:12]([OH:14])=[O:13])=[O:9])=[O:5])[CH3:3]. Procedure details: 0.5 g (1.3 mmol) of Boc-Ala-Gly-Gly-OBzl (13) is dissolved in 25 ml of absolute ethanol (Aldrich) in a 50 ml round bottom flask equipped with a stirring bar, followed by addition of 50 mg of 10% Pd-C (Aldrich). The reaction mixture is stirred under hydrogen gas atmosphere using a balloon. After 24 h, the Pd-C catalyst is filtered out from the reaction mixture, and the filtrate is concentrated to furnish Boc-Ala-Gly-Gly-OH (14). 1H-NMR (CDCl3): 1.39 (3H, d, J=7.2 Hz), 1.43 (9H, s), 3.99-4.15 (5H,... Reactants: COC(N[C@H]1CN(C[C@@H]1N1C(CCC(C1)(F)F)=O)CC1=CC=CC=C1)=O ([(3S,4S)-1-Benzyl-4-(5,5-difluoro-2-oxo-piperidin-1-yl)-pyrrolidin-3-yl]-carbamic acid methyl ester). The reagents and catalysts are [OH-].[OH-].[Pd+2] (palladium hydroxide on carbon). Run in C(C)O.C(C)(=O)O (ethanol acetic acid). Conditions: temperature 50 celsius, time 12 hour. The product is COC(N[C@H]1CNC[C@@H]1N1C(CCC(C1)(F)F)=O)=O ([(3S,4S)-4-(5,5-Difluoro-2-oxo-piperidin-1-yl)-pyrrolidin-3-yl]-carbamic acid methyl ester). Isolated yield 86.6%. Reaction SMILES: [CH3:1][O:2][C:3](=[O:26])[NH:4][C@@H:5]1[C@@H:9]([N:10]2[CH2:15][C:14]([F:17])([F:16])[CH2:13][CH2:12][C:11]2=[O:18])[CH2:8][N:7](CC2C=CC=CC=2)[CH2:6]1>[OH-].[OH-].[Pd+2].C(O)C.C(O)(=O)C>[CH3:1][O:2][C:3](=[O:26])[NH:4][C@@H:5]1[C@@H:9]([N:10]2[CH2:15][C:14]([F:17])([F:16])[CH2:13][CH2:12][C:11]2=[O:18])[CH2:8][NH:7][CH2:6]1 |f:1.2.3,4.5|. Procedure details: To a solution of the product from Step 5 in a 2:1 mixture of ethanol/acetic acid (30 mL) was added palladium hydroxide on carbon powder (0.13 g, 10 wt. %). The mixture was degassed and shaken under an atmosphere of hydrogen (75 psi) at 50° C. for 12 hours. The mixture was cooled to room temperature, filtered through diatomaceous earth and the solids washed with ethanol. The filtrate was concentrated and the residue was dissolved in saturated sodium carbonate solution and extracted with chlorofor... Starting materials: COC(=O)c1c(-c2ccccc2)[nH]c(Br)c1C, COCCOC, [Na+], O=C([O-])O, Cl[Pd]Cl, c1ccc(P(c2ccccc2)c2ccccc2)cc1, c1ccc(P(c2ccccc2)c2ccccc2)cc1, OB(O)c1ccncc1. Yields the product COC(=O)c1c(-c2ccccc2)[nH]c(-c2ccncc2)c1C. RXN SMILES: [Br:1][c:2]1[c:3]([CH3:17])[c:4]([C:13](=[O:14])[O:15][CH3:16])[c:5](-[c:7]2[cH:8][cH:9][cH:10][cH:11][cH:12]2)[nH:6]1.[CH2:32]([CH2:33][O:34][CH3:35])[O:36][CH3:37].[Na+:31].[O-:27][C:28]([OH:29])=[O:30].[Pd:38]([Cl:39])[Cl:40].[c:41]1([P:42]([c:43]2[cH:44][cH:45][cH:46][cH:47][cH:48]2)[c:49]2[cH:50][cH:51][cH:52][cH:53][cH:54]2)[cH:55][cH:56][cH:57][cH:58][cH:59]1.[c:60]1([P:61]([c:62]2[cH:63][cH:64][cH:65][cH:66][cH:67]2)[c:68]2[cH:69][cH:70][cH:71][cH:72][cH:73]2)[cH:74][cH:75][cH:76][cH:77][cH:78]1.[n:18]1[cH:19][cH:20][c:21]([B:24]([OH:25])[OH:26])[cH:22][cH:23]1>>[c:2]1(-[c:21]2[cH:20][cH:19][n:18][cH:23][cH:22]2)[c:3]([CH3:17])[c:4]([C:13](=[O:14])[O:15][CH3:16])[c:5](-[c:7]2[cH:8][cH:9][cH:10][cH:11][cH:12]2)[nH:6]1. Reactants: OC=1C=C2C=CC=C(C2=CC1)C(=O)OC (methyl 6-hydroxy-1-naphthoate), [B-](F)(F)(F)F.[B-](F)(F)(F)F.C1C[N+]2(CC[N+]1(CC2)CCl)F (SelectFluor). Run in C(C)(=O)OCC (ethyl acetate), C(C)#N (acetonitrile). Run at temperature 85 celsius. The product is FC1=C2C=CC=C(C2=CC=C1O)C(=O)OC (methyl 5-fluoro-6-hydroxy-1-naphthoate). Reaction SMILES: [OH:1][C:2]1[CH:3]=[C:4]2[C:9](=[CH:10][CH:11]=1)[C:8]([C:12]([O:14][CH3:15])=[O:13])=[CH:7][CH:6]=[CH:5]2.[B-](F)(F)(F)[F:17].[B-](F)(F)(F)F.C1[N+]2(CCl)CC[N+](F)(CC2)C1>C(#N)C.C(OCC)(=O)C>[F:17][C:3]1[C:2]([OH:1])=[CH:11][CH:10]=[C:9]2[C:4]=1[CH:5]=[CH:6][CH:7]=[C:8]2[C:12]([O:14][CH3:15])=[O:13] |f:1.2.3|. Procedure: To a stirred solution of methyl 6-hydroxy-1-naphthoate (25 g, 123.8 mmol) in anhydrous acetonitrile (130 mL), SelectFluor (45 g, 127.5 mmol) was added and the reaction vessel sealed (sealed tube). The reaction mixture was heated to 85° C. for 3 d. The reaction mixture was allowed to cool to RT, diluted with ethyl acetate and washed with water, then brine, dried with Na2SO4, filtered and evaporated. The mixture was purified by column chromatography using methylene chloride as the eluent. The titl... Starting materials: C=1C=CC2=C(C1)N=NN2O (HOBT), CCN=C=NCCCN(C)C.Cl (WSC hydrochloride), C(C)OC=1C=C(C(=O)O)C=C(C1C=1C=NOC1)OCC (3,5-diethoxy-4-isoxazol-4-yl-benzoic acid), Cl.N1N=NN=C1C=1C=C2C(CC3(CCNCC3)OC2=CC1)=O (6-(tetrazol-5-yl)spiro[chroman-2,4′-piperidin]-4-one hydrochloride). Solvent: O (Water), CN(C)C=O (DMF), CCN(CC)CC (Et3N). Conditions: time 8 hour. Yields the product C(C)OC=1C=C(C=C(C1C=1C=NOC1)OCC)C(=O)N1CCC2(CC1)OC1=CC=C(C=C1C(C2)=O)C2=NN=NN2 (1′-{[3,5-Diethoxy-4-isoxazol-4-ylphenyl]carbonyl}-6-(tetrazol-5-yl)spiro[chroman-2,4′-piperidin]-4-one). RXN SMILES: C1C=CC2N(O)N=NC=2C=1.CCN=C=NCCCN(C)C.Cl.[CH2:23]([O:25][C:26]1[CH:27]=[C:28]([CH:32]=[C:33]([O:40][CH2:41][CH3:42])[C:34]=1[C:35]1[CH:36]=[N:37][O:38][CH:39]=1)[C:29]([OH:31])=O)[CH3:24].Cl.[NH:44]1[C:48]([C:49]2[CH:50]=[C:51]3[C:61](=[CH:62][CH:63]=2)[O:60][C:54]2([CH2:59][CH2:58][NH:57][CH2:56][CH2:55]2)[CH2:53][C:52]3=[O:64])=[N:47][N:46]=[N:45]1>O.CN(C=O)C.CCN(CC)CC>[CH2:41]([O:40][C:33]1[CH:32]=[C:28]([C:29]([N:57]2[CH2:58][CH2:59][C:54]3([CH2:53][C:52](=[O:64])[C:51]4[C:61](=[CH:62][CH:63]=[C:49]([C:48]5[NH:47][N:46]=[N:45][N:44]=5)[CH:50]=4)[O:60]3)[CH2:55][CH2:56]2)=[O:31])[CH:27]=[C:26]([O:25][CH2:23][CH3:24])[C:34]=1[C:35]1[CH:36]=[N:37][O:38][CH:39]=1)[CH3:42] |f:1.2,4.5|. Procedure details: Et3N (104 μL), HOBT (57 mg) and WSC hydrochloride (71 mg) were added to a DMF (4 mL) solution of 3,5-diethoxy-4-isoxazol-4-yl-benzoic acid (86 mg) and 6-(tetrazol-5-yl)spiro[chroman-2,4′-piperidin]-4-one hydrochloride (119 mg), and stirred overnight at room temperature. Water was added to the reaction liquid, the formed solid was taken out through filtration, and washed with water and ether. The resulting solid was purified through high-performance preparative liquid chromatography (0.1% TFA, wa... Reactants: FC1=C(C=CC=C1)[C@]([C@@H](C)N1C(N(C=C1)C1=CC=C(C=C1)OC(C(F)F)(F)F)=O)(C[Si](C)(C)OC(C)C)O (1-[(1R,2S)-2-(2-Fluorophenyl)-2-hydroxy-3-(isopropoxydimethylsilyl)-1-methylpropyl]-3-[4-(1,1,2,2-tetrafluoroethoxy)phenyl]-2(1H,3H)-imidazolone), C(O)([O-])=O.[Na+] (sodium hydrogencarbonate). Run in CO (methanol), O1CCCC1 (tetrahydrofuran), OO (hydrogen peroxide). Yields the product FC1=C(C=CC=C1)[C@]([C@@H](C)N1C(N(C=C1)C1=CC=C(C=C1)OC(C(F)F)(F)F)=O)(CO)O (1-[(1R,2S)-2-(2-fluorophenyl)-2,3-dihydroxy-1-methylpropyl]-3-[4-(1,1,2,2-tetrafluoroethoxy)phenyl]-2(1H,3H)-imidazolone). The yield is 60.3%. Reaction SMILES: [F:1][C:2]1[CH:7]=[CH:6][CH:5]=[CH:4][C:3]=1[C@@:8]([OH:38])(C[Si](OC(C)C)(C)C)[C@H:9]([N:11]1[CH:15]=[CH:14][N:13]([C:16]2[CH:21]=[CH:20][C:19]([O:22][C:23]([F:28])([F:27])[CH:24]([F:26])[F:25])=[CH:18][CH:17]=2)[C:12]1=[O:29])[CH3:10].[C:39](=O)([O-])[OH:40].[Na+]>CO.O1CCCC1.OO>[F:1][C:2]1[CH:7]=[CH:6][CH:5]=[CH:4][C:3]=1[C@@:8]([OH:38])([CH2:39][OH:40])[C@H:9]([N:11]1[CH:15]=[CH:14][N:13]([C:16]2[CH:17]=[CH:18][C:19]([O:22][C:23]([F:28])([F:27])[CH:24]([F:26])[F:25])=[CH:20][CH:21]=2)[C:12]1=[O:29])[CH3:10] |f:1.2|. Reported procedure: 1-[(1R,2S)-2-(2-Fluorophenyl)-2-hydroxy-3-(isopropoxydimethylsilyl)-1-methylpropyl]-3-[4-(1,1,2,2-tetrafluoroethoxy)phenyl]-2(1H,3H)-imidazolone (5.5 g) was dissolved in a mixture of methanol and tetrahydrofuran (1:1, 50 ml), to which 10 ml of 30% aqueous hydrogen peroxide and 0.82 g of sodium hydrogencarbonate were added. The mixture was heated at 80° to 85° C. for 2 hours. The reaction solution was cooled and extracted with 200 ml of ethyl acetate. The extract was washed with 100 ml of water, ...